From a dataset of the Open Reaction Database (ORD), a public repository of structured organic reaction records. describe an organic reaction: reactants, conditions, products, and yield Starting materials: N1(C=CC=C1)CC1NCCNC1 (2-(1H-pyrrol-1-ylmethyl)piperazine), C(C)N1C=C(C(C2=CC(=C(C=C12)F)F)=O)C(=O)O (1-ethyl-6,7-difluoro-1,4-dihydro-4-oxo-3-quinolinecarboxylic acid). The solvent is CCOCC (ether). The product is C(C)N1C=C(C(C2=CC(=C(C=C12)N1CC(NCC1)CN1C=CC=C1)F)=O)C(=O)O (1-Ethyl-6-fluoro-1,4-dihydro-4-oxo-7-[3-(1H-pyrrol-1-ylmethyl)-1-piperazinyl]-3-quinolinecarboxylic acid). Reaction SMILES: [N:1]1([CH2:6][CH:7]2[CH2:12][NH:11][CH2:10][CH2:9][NH:8]2)[CH:5]=[CH:4][CH:3]=[CH:2]1.[CH2:13]([N:15]1[C:24]2[C:19](=[CH:20][C:21]([F:26])=[C:22](F)[CH:23]=2)[C:18](=[O:27])[C:17]([C:28]([OH:30])=[O:29])=[CH:16]1)[CH3:14]>CCOCC>[CH2:13]([N:15]1[C:24]2[C:19](=[CH:20][C:21]([F:26])=[C:22]([N:11]3[CH2:10][CH2:9][NH:8][CH:7]([CH2:6][N:1]4[CH:5]=[CH:4][CH:3]=[CH:2]4)[CH2:12]3)[CH:23]=2)[C:18](=[O:27])[C:17]([C:28]([OH:30])=[O:29])=[CH:16]1)[CH3:14]. Procedure details: A 1 g portion of 2-(1H-pyrrol-1-ylmethyl)piperazine and 0.76 g of 1-ethyl-6,7-difluoro-1,4-dihydro-4-oxo-3-quinolinecarboxylic acid were heated at 70°-75° C. in a sealed pressure bottle, filled with argon, for 18 hours, then ether was added and the solid collected, washed with ether and purified by chromatography, giving 595 mg of the desired product, mp 185°-188° C. Starting materials: C(\C=C/C(=O)O)(=O)O (maleic acid), C1(=CC=CC=C1)N1C(C=2C(C1=O)=CC=CC2)=O (N-phenyl phthalimide). Solvent: O (water). Run at temperature 180 celsius. Product: C1(C=2C(C(=O)O1)=CC=CC2)=O (phthalic anhydride), C1(=CC=CC=C1)N1C(C=CC1=O)=O (N-phenylmaleimide). Reaction SMILES: [C:1]([OH:8])(=[O:7])/[CH:2]=[CH:3]\[C:4]([OH:6])=O.[C:9]1([N:15]2[C:19](=[O:20])[C:18]3=CC=CC=[C:17]3[C:16]2=[O:25])[CH:14]=[CH:13][CH:12]=[CH:11][CH:10]=1>O>[C:4]1(=[O:6])[O:7][C:1](=[O:8])[C:2]2=[CH:14][CH:9]=[CH:10][CH:11]=[C:3]12.[C:9]1([N:15]2[C:19](=[O:20])[CH:18]=[CH:17][C:16]2=[O:25])[CH:10]=[CH:11][CH:12]=[CH:13][CH:14]=1. Procedure: A mixture of 2.32 parts of maleic acid, 2.23 parts of N-phenyl phthalimide and 20 parts of water is heated under sealed conditions for 2 hours at 180° C. The reaction mixture is then allowed to cool to ambient conditions and distilled under vacuum. Maleic anhydride is initially recovered followed by phthalic anhydride and N-phtnyl maleimide. There is obtained a yield of 16% by weight of phthalic anhydride and 14.1% by weight of N-phenylmaleimide. The reactants are C(C)OC(CC1=CC(=C(C=C1)OC)O)=O ((3-hydroxy-4-methoxy-phenyl)-acetic acid ethyl ester), FC1=C(C=O)C=C(C=C1)[N+](=O)[O-] (2-fluoro-5-nitrobenzaldehyde), C([O-])([O-])=O.[K+].[K+] (potassium carbonate). Run in O1CCOCC1 (1,4-dioxane). Product: C(C)OC(CC1=CC(=C(C=C1)OC)OC1=C(C=C(C=C1)[N+](=O)[O-])C=O)=O ([3-(2-Formyl-4-nitro-phenoxy)-4-methoxy-phenyl]-acetic acid ethyl ester). RXN SMILES: [CH2:1]([O:3][C:4](=[O:15])[CH2:5][C:6]1[CH:11]=[CH:10][C:9]([O:12][CH3:13])=[C:8]([OH:14])[CH:7]=1)[CH3:2].F[C:17]1[CH:24]=[CH:23][C:22]([N+:25]([O-:27])=[O:26])=[CH:21][C:18]=1[CH:19]=[O:20].C(=O)([O-])[O-].[K+].[K+]>O1CCOCC1>[CH2:1]([O:3][C:4](=[O:15])[CH2:5][C:6]1[CH:11]=[CH:10][C:9]([O:12][CH3:13])=[C:8]([O:14][C:17]2[CH:24]=[CH:23][C:22]([N+:25]([O-:27])=[O:26])=[CH:21][C:18]=2[CH:19]=[O:20])[CH:7]=1)[CH3:2] |f:2.3.4|. Reported procedure: To 3-hydroxy-4-methoxyphenylacetic acid (5.0 g, 27.4 mmol) in EtOH (100 mL) was added sulfuric acid (1 mL), and the mixture was stirred overnight at room temperature. Once no starting material was seen by analytical tlc, the solution was concentrated and dried under high vacuum to give (3-hydroxy-4-methoxy-phenyl)-acetic acid ethyl ester. A solution of (3-hydroxy-4-methoxy-phenyl)-acetic acid ethyl ester (1 equivalent), 2-fluoro-5-nitrobenzaldehyde (1 equivalent), and potassium carbonate (2 equi... The reactants are CC1(c2cccc(COS(C)(=O)=O)n2)OCCO1, CCN(C(C)C)C(C)C, O=[N+]([O-])c1cn[nH]n1, N#N, CN(C)C=O, O. The product is CC1(c2cccc(Cn3ncc([N+](=O)[O-])n3)n2)OCCO1. As a reaction SMILES: [CH3:3][C:4]1([c:9]2[cH:10][cH:11][cH:12][c:13]([CH2:15][O:16][S:17]([CH3:18])(=[O:19])=[O:20])[n:14]2)[O:5][CH2:6][CH2:7][O:8]1.[CH:29]([N:30]([CH2:31][CH3:32])[CH:33]([CH3:34])[CH3:35])([CH3:36])[CH3:37].[N+:21](=[O:22])([O-:23])[c:24]1[n:25][nH:26][n:27][cH:28]1.[N:1]#[N:2].[O:38]=[CH:39][N:40]([CH3:41])[CH3:42].[OH2:43]>>[CH3:3][C:4]1([c:9]2[cH:10][cH:11][cH:12][c:13]([CH2:15][n:26]3[n:25][c:24]([N+:21](=[O:22])[O-:23])[cH:28][n:27]3)[n:14]2)[O:5][CH2:6][CH2:7][O:8]1. As a reaction SMILES: [Cl:1][CH2:2][CH2:3][NH:4][CH2:5][CH2:6][Cl:7].[S:8](=[O:9])(=[O:10])([Cl:11])[Cl:12].[cH:13]1[cH:14][cH:15][n:16][cH:17][cH:18]1>>[Cl:1][CH2:2][CH2:3][N:4]([CH2:5][CH2:6][Cl:7])[SH:8](=[O:9])=[O:10]. Yields the product O=[SH](=O)N(CCCl)CCCl. The reactants are ClCCNCCCl, O=S(=O)(Cl)Cl, c1ccncc1. Reactants: FC(S(=O)(=O)OC1=CC2(CC(C2)(C(=O)OC(C)C)C(=O)OC(C)C)C1)(F)F (diisopropyl 6-(((trifluoromethyl)sulfonyl)oxy)spiro[3.3]hept-5-ene-2,2-dicarboxylate), C[C@]12CC[C@@]3([C@@H]([C@H]2CC[C@@H]2[C@]4(CC=C(C([C@@H]4CC[C@@]12C)(C)C)OS(=O)(=O)C(F)(F)F)C)[C@@H](CC3)C(=C)C)C(=O)OCC3=CC=CC=C3 ((1R,3aS,5aR,5bR,7aR,11aR,11bR,13aR,13bR)-benzyl 5a,5b,8,8,11a-pentamethyl-1-(prop-1-en-2-yl)-9-(((trifluoromethyl)sulfonyl)oxy)-2,3,3a,4,5,5a,5b,6,7,7a,8,11,11a,11b,12,13,13a,13b-octadecahydro-1H-cyclopenta[a]chrysene-3a-carboxylate), P(O)(O)(O)=O (phosphoric acid), [K] (potassium), C1(=CC=CC=C1)[O-] (phenolate), K+, C1(=CC=CC=C1)P(C1=CC=CC=C1)C1=CC=CC=C1 (triphenylphospine). The reagents and catalysts are C1=CC=C(C=C1)P([C-]2C=CC=C2)C3=CC=CC=C3.C1=CC=C(C=C1)P([C-]2C=CC=C2)C3=CC=CC=C3.Cl[Pd]Cl.[Fe+2].C(Cl)Cl (PdCl2(dppf) CH2Cl2), Cl[Pd]([P](C1=CC=CC=C1)(C2=CC=CC=C2)C3=CC=CC=C3)([P](C4=CC=CC=C4)(C5=CC=CC=C5)C6=CC=CC=C6)Cl (bis(triphenylphosphine)palladium(II) chloride). Run in C1(=CC=CC=C1)C (toluene), CN(C)C=O (DMF). Run at temperature 50 celsius. The product is C(C1=CC=CC=C1)OC(=O)[C@]12[C@@H]([C@H]3CC[C@@H]4[C@]5(CC=C(C([C@@H]5CC[C@]4([C@@]3(CC1)C)C)(C)C)C1=CC3(CC(C3)(C(=O)OC(C)C)C(=O)OC(C)C)C1)C)[C@@H](CC2)C(=C)C (diisopropyl 6-((1R,3aS,5aR,5bR,7aR,11aS,11bR,13aR,13bR)-3a-((benzyloxy)carbonyl)-5a,5b,8,8,11a-pentamethyl-1-(prop-1-en-2-yl)-2,3,3a,4,5,5a,5b,6,7,7a,8,11,11a,11b,12,13,13a,13b-octadecahydro-1H-cyclopenta[a]chrysen-9-yl)spiro[3.3]hept-5-ene-2,2-dicarboxylate). Yield: 21.4%. As a reaction SMILES: FC(F)(F)S(O[C:7]1[CH2:25][C:9]2([CH2:12][C:11]([C:19]([O:21][CH:22]([CH3:24])[CH3:23])=[O:20])([C:13]([O:15][CH:16]([CH3:18])[CH3:17])=[O:14])[CH2:10]2)[CH:8]=1)(=O)=O.C1([O-])C=CC=CC=1.C1(P(C2C=CC=CC=2)C2C=CC=CC=2)C=CC=CC=1.[CH3:54][C@:55]12[C@@:72]3([CH3:73])[C@@H:63]([C@:64]4([CH3:84])[C@@H:69]([CH2:70][CH2:71]3)[C:68]([CH3:75])([CH3:74])[C:67](OS(C(F)(F)F)(=O)=O)=[CH:66][CH2:65]4)[CH2:62][CH2:61][C@@H:60]1[C@H:59]1[C@H:85]([C:88]([CH3:90])=[CH2:89])[CH2:86][CH2:87][C@:58]1([C:91]([O:93][CH2:94][C:95]1[CH:100]=[CH:99][CH:98]=[CH:97][CH:96]=1)=[O:92])[CH2:57][CH2:56]2.P(=O)(O)(O)O.[K]>C1(C)C=CC=CC=1.CN(C=O)C.Cl[Pd](Cl)([P](C1C=CC=CC=1)(C1C=CC=CC=1)C1C=CC=CC=1)[P](C1C=CC=CC=1)(C1C=CC=CC=1)C1C=CC=CC=1.C1C=CC(P(C2C=CC=CC=2)[C-]2C=CC=C2)=CC=1.C1C=CC(P(C2C=CC=CC=2)[C-]2C=CC=C2)=CC=1.Cl[Pd]Cl.[Fe+2].C(Cl)Cl>[CH2:94]([O:93][C:91]([C@:58]12[CH2:87][CH2:86][C@@H:85]([C:88]([CH3:90])=[CH2:89])[C@@H:59]1[C@@H:60]1[C@@:55]([CH3:54])([CH2:56][CH2:57]2)[C@@:72]2([CH3:73])[C@@H:63]([C@:64]3([CH3:84])[C@@H:69]([CH2:70][CH2:71]2)[C:68]([CH3:74])([CH3:75])[C:67]([C:7]2[CH2:25][C:9]4([CH2:10][C:11]([C:13]([O:15][CH:16]([CH3:18])[CH3:17])=[O:14])([C:19]([O:21][CH:22]([CH3:24])[CH3:23])=[O:20])[CH2:12]4)[CH:8]=2)=[CH:66][CH2:65]3)[CH2:62][CH2:61]1)=[O:92])[C:95]1[CH:100]=[CH:99][CH:98]=[CH:97][CH:96]=1 |f:9.10.11.12.13,^1:105,121,140|. Procedure details: The following procedure was modified from J. Am. Chem. Soc. 2002, 124, 8001-8006. To a rbf containing diisopropyl 6-(((trifluoromethyl)sulfonyl)oxy)spiro[3.3]hept-5-ene-2,2-dicarboxylate (0.095 g, 0.229 mmol) was added bis(pinacolato)dibororon (0.064 g, 0.252 mmol), phenolate, K+(0.045 g, 0.344 mmol), triphenylphospine (3.61 mg, 0.014 mmol), and bis(triphenylphosphine)palladium(II) chloride (4.83 mg, 6.88 mmol). The mixture was diluted with toluene (2 mL), flushed with nitrogen, then was heated ... Starting materials: CC=1C=C(C=CC1)C1=CC(NC=C1C1=CC=NC=C1)=O (4-(3-methylphenyl)-5-(4-pyridyl)-1H-pyrid-2-one), C(C)(C)(C)OC(=O)N[C@H](CO)CC1=CC=CC=C1 ((S)-2-tert-butoxycarbonylamino-3-phenylpropanol), C1(=CC=CC=C1)P(C1=CC=CC=C1)C1=CC=CC=C1 (triphenylphosphine), N(=NC(=O)OCC)C(=O)OCC (diethyl azodicarboxylate). Run in C(Cl)Cl (methylene chloride), CO (methanol). Yields the product N[C@H](COC1=NC=C(C(=C1)C1=CC(=CC=C1)C)C1=CC=NC=C1)CC1=CC=CC=C1 (2-((S)-2-amino-3-phenylpropoxy)-4-(3-methylphenyl)-5-(4-pyridyl)pyridine). As a reaction SMILES: [CH3:1][C:2]1[CH:3]=[C:4]([C:8]2[C:13]([C:14]3[CH:19]=[CH:18][N:17]=[CH:16][CH:15]=3)=[CH:12][NH:11][C:10](=[O:20])[CH:9]=2)[CH:5]=[CH:6][CH:7]=1.C(OC([NH:28][C@@H:29]([CH2:32][C:33]1[CH:38]=[CH:37][CH:36]=[CH:35][CH:34]=1)[CH2:30]O)=O)(C)(C)C.C1(P(C2C=CC=CC=2)C2C=CC=CC=2)C=CC=CC=1.N(C(OCC)=O)=NC(OCC)=O>C(Cl)Cl.CO>[NH2:28][C@@H:29]([CH2:32][C:33]1[CH:38]=[CH:37][CH:36]=[CH:35][CH:34]=1)[CH2:30][O:20][C:10]1[CH:9]=[C:8]([C:4]2[CH:5]=[CH:6][CH:7]=[C:2]([CH3:1])[CH:3]=2)[C:13]([C:14]2[CH:15]=[CH:16][N:17]=[CH:18][CH:19]=2)=[CH:12][N:11]=1. Procedure: To a stirred mixture of 4-(3-methylphenyl)-5-(4-pyridyl)-1H-pyrid-2-one (12 mg, 0.05 mmole), (S)-2-tert-butoxycarbonylamino-3-phenylpropanol (15 mg, 0.06 mmole), triphenylphosphine (18 mg, 0.07 mmole), in methylene chloride (1 mL) at room temperature was added diethyl azodicarboxylate (12 mg, 0.07 mmol). When the reaction was complete (monitored by TLC), methanol was added (1 mL) and the reaction was concentrated and treated with 1 mL of 1:1 TFA/methanol for 30 minutes. The mixture was concentra... Starting materials: CC(C)(C)OC(=O)NC(CC1CCCCC1)C(=O)O, CCCCC(NC(=O)OC(C)(C)C)C(=O)NCC(=O)O, COC(=O)CCCCCNC(=O)C(N)CC1CCCCC1, Cl. The product is CCCCC(NC(=O)OC(C)(C)C)C(=O)NCC(=O)NC(CC1CCCCC1)C(=O)NCCCCCC(=O)OC. As a reaction SMILES: [C:23]([O:24][C:25]([NH:26][CH:27]([C:28]([OH:29])=[O:30])[CH2:31][CH:32]1[CH2:33][CH2:34][CH2:35][CH2:36][CH2:37]1)=[O:38])([CH3:39])([CH3:40])[CH3:41].[C:42]([CH3:43])([CH3:44])([CH3:45])[O:46][C:47](=[O:48])[NH:49][CH:50]([CH2:51][CH2:52][CH2:53][CH3:54])[C:55](=[O:56])[NH:57][CH2:58][C:59](=[O:60])[OH:61].[CH3:2][O:3][C:4]([CH2:5][CH2:6][CH2:7][CH2:8][CH2:9][NH:10][C:11]([CH:12]([NH2:13])[CH2:14][CH:15]1[CH2:16][CH2:17][CH2:18][CH2:19][CH2:20]1)=[O:21])=[O:22].[ClH:1]>>[CH3:2][O:3][C:4]([CH2:5][CH2:6][CH2:7][CH2:8][CH2:9][NH:10][C:11]([CH:12]([NH:13][C:59]([CH2:58][NH:57][C:55]([CH:50]([NH:49][C:47]([O:46][C:42]([CH3:43])([CH3:44])[CH3:45])=[O:48])[CH2:51][CH2:52][CH2:53][CH3:54])=[O:56])=[O:60])[CH2:14][CH:15]1[CH2:16][CH2:17][CH2:18][CH2:19][CH2:20]1)=[O:21])=[O:22]. The reactants are C(C)(=O)C=1C=NC=CC1CC1C(C2=CC=C(C=C2CC1)OC)=O (2-[(3-acetyl-4-pyridyl)methyl]-6-methoxy-tetralin-1-one), ClC1=CC=C(CBr)C=C1 (4-chlorobenzyl bromide). Yields the product [Br-].C(C)(=O)C=1C=[N+](C=CC1CC1C(C2=CC=C(C=C2CC1)OC)=O)CC1=CC=C(C=C1)Cl (2-[[3-acetyl-1-[(4-chlorophenyl)methyl]pyridin-1-ium-4-yl]methyl]-6-methoxy-tetralin-1-one bromide). As a reaction SMILES: [C:1]([C:4]1[CH:5]=[N:6][CH:7]=[CH:8][C:9]=1[CH2:10][CH:11]1[CH2:20][CH2:19][C:18]2[C:13](=[CH:14][CH:15]=[C:16]([O:21][CH3:22])[CH:17]=2)[C:12]1=[O:23])(=[O:3])[CH3:2].[Cl:24][C:25]1[CH:32]=[CH:31][C:28]([CH2:29][Br:30])=[CH:27][CH:26]=1>>[Br-:30].[C:1]([C:4]1[CH:5]=[N+:6]([CH2:29][C:28]2[CH:31]=[CH:32][C:25]([Cl:24])=[CH:26][CH:27]=2)[CH:7]=[CH:8][C:9]=1[CH2:10][CH:11]1[CH2:20][CH2:19][C:18]2[C:13](=[CH:14][CH:15]=[C:16]([O:21][CH3:22])[CH:17]=2)[C:12]1=[O:23])(=[O:3])[CH3:2] |f:2.3|. Reported procedure: The title compound 131 is prepared according to the procedure reported in Example 38.1 with compound 103 (120 mg, 0.387 mmol) and 4-chlorobenzyl bromide (135.5 mg, 0.66 mmol) as reactants. White solid. (Yield 176.6 mg, 90%). Reactants: OC1=CC=C(C(=O)CNC2=C(C=CC(=C2)OC)C2CC=3C=CC(=CC3CC2)OC(C(C)(C)C)=O)C=C1 (pivalic acid 6-{2-[(4-hydroxybenzoyl)methylamino]-4-methoxyphenyl}-5,6,7,8-tetrahydronaphthalen-2-yl ester), BrCC(=O)N1CC(CCC1)(C)C (2-bromo-1-(3,3-dimethylpiperidin-1-yl)ethanone). Product: CC1(CN(CCC1)CCOC1=CC=C(CCNC2=C(C=CC(=C2)OC)C2CC=3C=CC(=CC3CC2)O)C=C1)C (6-{2-{{4-[2-(3,3-Dimethylpiperidin-1-yl)ethoxy]benzyl}methylamino}-4-methoxyphenyl}-5,6,7,8-tetrahydronaphthalen-2-ol). The yield is 59.0%. RXN SMILES: [OH:1][C:2]1[CH:36]=[CH:35][C:5]([C:6]([CH2:8][NH:9][C:10]2[CH:15]=[C:14]([O:16][CH3:17])[CH:13]=[CH:12][C:11]=2[CH:18]2[CH2:27][CH2:26][C:25]3[CH:24]=[C:23]([O:28]C(=O)C(C)(C)C)[CH:22]=[CH:21][C:20]=3[CH2:19]2)=O)=[CH:4][CH:3]=1.Br[CH2:38][C:39]([N:41]1[CH2:46][CH2:45][CH2:44][C:43]([CH3:48])([CH3:47])[CH2:42]1)=O>>[CH3:47][C:43]1([CH3:48])[CH2:44][CH2:45][CH2:46][N:41]([CH2:39][CH2:38][O:1][C:2]2[CH:36]=[CH:35][C:5]([CH2:6][CH2:8][NH:9][C:10]3[CH:15]=[C:14]([O:16][CH3:17])[CH:13]=[CH:12][C:11]=3[CH:18]3[CH2:27][CH2:26][C:25]4[CH:24]=[C:23]([OH:28])[CH:22]=[CH:21][C:20]=4[CH2:19]3)=[CH:4][CH:3]=2)[CH2:42]1. Procedure details: Synthesized from pivalic acid 6-{2-[(4-hydroxybenzoyl)methylamino]-4-methoxyphenyl}-5,6,7,8-tetrahydronaphthalen-2-yl ester (25 mg) and 2-bromo-1-(3,3-dimethylpiperidin-1-yl)ethanone (23 mg) according to an analogous synthetic method to Example 404 and purified by LC-MS, the title compound (16 mg) was obtained.